From a dataset of the Open Reaction Database (ORD), a public repository of structured organic reaction records. describe an organic reaction: reactants, conditions, products, and yield Reactants: ClC1=NC(=CC(=N1)C(=C)OCC)C(C)OCC(F)(F)F (2-Chloro-4-(1-ethoxyvinyl)-6-(1-(2,2,2-trifluoroethoxy)ethyl)pyrimidine), COC=1C=C(N)C=CC1N1C=NC(=C1)C (3-methoxy-4-(4-methyl-1H-imidazol-1-yl)aniline), C1(CCCCC1)P(C1=C(C=CC=C1)C1=CC=CC=C1)C1CCCCC1 (2-(dicyclohexylphosphino)biphenyl), C([O-])([O-])=O.[Cs+].[Cs+] (cesium carbonate). Reagents/catalysts: C(C)(=O)[O-].[Pd+2].C(C)(=O)[O-] (palladium(II) acetate). The solvent is O1CCOCC1 (dioxane). Run at temperature 120 celsius. The product is C(C)OC(=C)C1=NC(=NC(=C1)C(C)OCC(F)(F)F)NC1=CC(=C(C=C1)N1C=NC(=C1)C)OC (4-(1-Ethoxyvinyl)-N-(3-methoxy-4-(4-methyl-1H-imidazol-1-yl)phenyl)-6-(1-(2,2,2-trifluoroethoxy)ethyl)pyrimidin-2-amine). As a reaction SMILES: Cl[C:2]1[N:7]=[C:6]([C:8]([O:10][CH2:11][CH3:12])=[CH2:9])[CH:5]=[C:4]([CH:13]([O:15][CH2:16][C:17]([F:20])([F:19])[F:18])[CH3:14])[N:3]=1.[CH3:21][O:22][C:23]1[CH:24]=[C:25]([CH:27]=[CH:28][C:29]=1[N:30]1[CH:34]=[C:33]([CH3:35])[N:32]=[CH:31]1)[NH2:26].C1(P(C2CCCCC2)C2C=CC=CC=2C2C=CC=CC=2)CCCCC1.C(=O)([O-])[O-].[Cs+].[Cs+]>C([O-])(=O)C.[Pd+2].C([O-])(=O)C.O1CCOCC1>[CH2:11]([O:10][C:8]([C:6]1[CH:5]=[C:4]([CH:13]([O:15][CH2:16][C:17]([F:20])([F:19])[F:18])[CH3:14])[N:3]=[C:2]([NH:26][C:25]2[CH:27]=[CH:28][C:29]([N:30]3[CH:34]=[C:33]([CH3:35])[N:32]=[CH:31]3)=[C:23]([O:22][CH3:21])[CH:24]=2)[N:7]=1)=[CH2:9])[CH3:12] |f:3.4.5,6.7.8|. Reported procedure: 2-Chloro-4-(1-ethoxyvinyl)-6-(1-(2,2,2-trifluoroethoxy)ethyl)pyrimidine (0.35 g, 1.13 mmol), 3-methoxy-4-(4-methyl-1H-imidazol-1-yl)aniline (0.275 g, 1.35 mmol), palladium(II) acetate (0.038 g, 0.17 mmol), 2-(dicyclohexylphosphino)biphenyl (0.059 g, 0.17 mmol), cesium carbonate (0.734 g, 2.25 mmol) and dioxane (4 mL) were mixed in a vial. The vial was capped, evacuated and flushed with nitrogen. The reaction mixture was heated by microwave irradiation at 120° C. for 2.5 h, cooled and filtered th... Reactants: FC(C1=CC=C(C(=O)Cl)C=C1)(F)F (4-trifluoromethylbenzoyl chloride), [H][H] (hydrogen), [C]=O (carbon monoxide). Reagents/catalysts: [Pd].[C] (Pd carbon), [Pd].[C] (Pd carbon). Run in C1(=CC=CC=C1)C (toluene), C1(=CC=CC=C1)C (toluene). Yields the product FC(C1=CC=C(C=O)C=C1)(F)F (4-trifluoromethylbenzaldehyde). The yield is 82.9%. RXN SMILES: [F:1][C:2]([F:13])([F:12])[C:3]1[CH:11]=[CH:10][C:6]([C:7](Cl)=[O:8])=[CH:5][CH:4]=1.[H][H].[C]=O>C1(C)C=CC=CC=1.[Pd].[C]>[F:1][C:2]([F:12])([F:13])[C:3]1[CH:11]=[CH:10][C:6]([CH:7]=[O:8])=[CH:5][CH:4]=1 |f:4.5,^3:15|. Procedure: In an apparatus as in Example 2, 100 g of 4-trifluoromethylbenzoyl chloride which had been prepared analogously to Example 1 were hydrogenated in the course of 4 hours at 90° C. in 700 ml of dry toluene with the aid of 3.5 g of Pd-carbon (Pd content: 5% by weight); the conversion was 95%. The Pd-carbon catalyst had been exposed, before the hydrogenation, for 30 minutes in toluene at the boil to a mixture containing 50% by volume each of hydrogen and carbon monoxide. By distillation it was possib... Reactants: Cl.NC(C(C(F)(F)F)O)C(C)C (3-amino-1,1,1-trifluoro-4-methyl-2-pentanol hydrochloride), CN1CCOCC1 (N-methylmorpholine), C(=O)(OC(C)(C)C)N[C@@H](C)C(=O)N[C@@H](C)C(=O)N1[C@H](C(=O)O)CCC1 (Boc-L-alanyl-L-alanyl-L-proline), CN1CCOCC1 (N-methylmorpholine), C(C(C)C)OC(=O)Cl (isobutylchloroformate). Solvent: CN(C=O)C (N,N-dimethylformamide), C(C)#N (acetonitrile). Conditions: temperature -20 celsius, time 4 hour. Product: FC(C(C(C(C)C)NC([C@H]1N(CCC1)C([C@@H](NC([C@@H](NC(=O)OC(C)(C)C)C)=O)C)=O)=O)O)(F)F (1,1,1-Trifluoro-3-[(N-tert-butyloxycarbonylalanyl)alanylprolylamino]-4-methylpentane-2-ol). The yield is 75.0%. Reaction SMILES: [C:1]([NH:8][C@H:9]([C:11]([NH:13][C@H:14]([C:16]([N:18]1[CH2:25][CH2:24][CH2:23][C@H:19]1[C:20]([OH:22])=O)=[O:17])[CH3:15])=[O:12])[CH3:10])([O:3][C:4]([CH3:7])([CH3:6])[CH3:5])=[O:2].CN1CCOCC1.C(OC(Cl)=O)C(C)C.Cl.[NH2:42][CH:43]([CH:50]([CH3:52])[CH3:51])[CH:44]([OH:49])[C:45]([F:48])([F:47])[F:46]>C(#N)C.CN(C)C=O>[F:46][C:45]([F:47])([F:48])[CH:44]([OH:49])[CH:43]([NH:42][C:20](=[O:22])[C@@H:19]1[CH2:23][CH2:24][CH2:25][N:18]1[C:16](=[O:17])[C@H:14]([CH3:15])[NH:13][C:11](=[O:12])[C@H:9]([CH3:10])[NH:8][C:1]([O:3][C:4]([CH3:6])([CH3:7])[CH3:5])=[O:2])[CH:50]([CH3:51])[CH3:52] |f:3.4|. Procedure: To a solution of Boc-L-alanyl-L-alanyl-L-proline (1.0 g, 2.80 mmol) in dry acetonitrile (25 ml) was added N-methylmorpholine (0.34 ml, 3.06 mmol). The solution was cooled to -20° C. and isobutylchloroformate (0.37 ml, 2.88 mmol) was added dropwise. To this solution, a pre-cooled (-20° C.) mixture of 3-amino-1,1,1-trifluoro-4-methyl-2-pentanol hydrochloride (0.61 g, 2.91 mmol), N,N-dimethylformamide (4ml) and N-methylmorpholine (0.34, 3.06 mmol) was added. The reaction mixture was stirred at -20°...